Dataset: the Open Reaction Database (ORD), a public repository of structured organic reaction records. Task: describe an organic reaction: reactants, conditions, products, and yield The reactants are ClC1=CC=C(C=C1)C(C)N1C(NC2=CC=CC=C2C1=O)=O (3-[1-(4-chloro-phenyl)-ethyl]-1H-quinazoline-2,4-dione), [I-].CN1C=C(C2=C(C=CC=C12)C)C[N+](C)(C)C ((1,4-dimethyl-1H-indol-3-ylmethyl)-trimethylammonium iodide), C(=O)([O-])[O-].[K+].[K+] (K2CO3). Run in CN(C)C=O (DMF). Reaction conditions: temperature 60 celsius, time 4 hour. Yields the product CN1C=C(C2=C(C=CC=C12)C)CN1C(N(C(C2=CC=CC=C12)=O)CCN1CCOCC1)=O (1-(1,4-Dimethyl-1H-indol-3-ylmethyl)-3-(2-morpholin-4-yl-ethyl)-1H-quinazoline-2,4-dione). Reaction SMILES: ClC1C=CC([CH:8]([N:10]2[C:19](=[O:20])[C:18]3[C:13](=[CH:14][CH:15]=[CH:16][CH:17]=3)[NH:12][C:11]2=[O:21])[CH3:9])=CC=1.[I-].[CH3:23][N:24]1[C:32]2[C:27](=[C:28]([CH3:33])[CH:29]=[CH:30][CH:31]=2)[C:26]([CH2:34][N+](C)(C)C)=[CH:25]1.[C:39]([O-:42])([O-])=O.[K+].[K+]>CN(C=O)C>[CH3:23][N:24]1[C:32]2[C:27](=[C:28]([CH3:33])[CH:29]=[CH:30][CH:31]=2)[C:26]([CH2:34][N:12]2[C:13]3[C:18](=[CH:17][CH:16]=[CH:15][CH:14]=3)[C:19](=[O:20])[N:10]([CH2:8][CH2:9][N:10]3[CH2:11][CH2:39][O:42][CH2:9][CH2:8]3)[C:11]2=[O:21])=[CH:25]1 |f:1.2,3.4.5|. Reported procedure: To a mixture of 3-[1-(4-chloro-phenyl)-ethyl]-1H-quinazoline-2,4-dione (175 mg, 0.58 mmol) and (1,4-dimethyl-1H-indol-3-ylmethyl)-trimethylammonium iodide (210 mg, 0.61 mmol) in DMF (2.5 mL) is added K2CO3 (100 mg, 0.72 mmol). The mixture is stirred at 60° C. for 4 hours. Reactants: OC1=CC=C(C(=O)C2=CC=CC=C2)C=C1 (4-hydroxybenzophenone), ClS(=O)(=O)N=C=O (chlorosulfonyl isocyanate). The solvent is C1(=CC=CC=C1)C (toluene). Yields the product C(C1=CC=CC=C1)(=O)C1=CC=C(C=C1)OS(N)(=O)=O (Sulfamic acid 4-benzoylphenyl ester). The yield is 58.4%. RXN SMILES: [OH:1][C:2]1[CH:15]=[CH:14][C:5]([C:6]([C:8]2[CH:13]=[CH:12][CH:11]=[CH:10][CH:9]=2)=[O:7])=[CH:4][CH:3]=1.Cl[S:17]([N:20]=C=O)(=[O:19])=[O:18]>C1(C)C=CC=CC=1>[C:6]([C:5]1[CH:4]=[CH:3][C:2]([O:1][S:17](=[O:19])(=[O:18])[NH2:20])=[CH:15][CH:14]=1)(=[O:7])[C:8]1[CH:13]=[CH:12][CH:11]=[CH:10][CH:9]=1. Procedure details: This compound was prepared according to the procedure used in Example 84. A mixture of 9.9 g (0.05 mole) of 4-hydroxybenzophenone, 7.1 g (0.0505 mole) of chlorosulfonyl isocyanate and 75 ml of toluene gave 8.1 g (58%) of the title compound as off-white flakes, mp 131°-133° C. The reactants are ClC1(C(NC2=C(CC1)C=CC=C2)=O)Cl (3,3-dichloro-2,3,4,5-tetrahydro-1H-[1]benzazepin-2-one), BrCC(=O)OCC (ethyl bromoacetate), [H-].[Na+] (sodium hydride). Solvent: O1CCCC1 (tetrahydrofuran), O1CCCC1 (tetrahydrofuran). Reaction conditions: time 2 hour. The product is ClC1(C(N(C2=C(CC1)C=CC=C2)CC(=O)OCC)=O)Cl (3,3-dichloro-1-ethoxycarbonylmethyl-2,3,4,5-tetrahydro-1H-[1]benzazepin-2-one). RXN SMILES: [Cl:1][C:2]1([Cl:14])[CH2:8][CH2:7][C:6]2[CH:9]=[CH:10][CH:11]=[CH:12][C:5]=2[NH:4][C:3]1=[O:13].Br[CH2:16][C:17]([O:19][CH2:20][CH3:21])=[O:18].[H-].[Na+]>O1CCCC1>[Cl:14][C:2]1([Cl:1])[CH2:8][CH2:7][C:6]2[CH:9]=[CH:10][CH:11]=[CH:12][C:5]=2[N:4]([CH2:16][C:17]([O:19][CH2:20][CH3:21])=[O:18])[C:3]1=[O:13] |f:2.3|. Reported procedure: A solution of 3,3-dichloro-2,3,4,5-tetrahydro-1H-[1]benzazepin-2-one (1.0 g, 4.32 mmol) and ethyl bromoacetate (0.51 ml) in of tetrahydrofuran (30 ml) was added dropwise with stirring during 15 minutes to a solution of sodium hydride (4.76 mmol) in tetrahydrofuran (20 ml) at room temperature under a nitrogen atmosphere. Stirring was continued for an additional 2 hours. The solution was quenched by addition of saturated aqueous ammonium chloride and the solvents were removed under reduced pressur... Starting materials: CCOC(C)=O, Cl, O=N[O-], Cn1nc(N)cc1OC(F)F, [Na+], O, Cl[Sn]Cl. The product is Cn1nc(NN)cc1OC(F)F. As a reaction SMILES: [CH3:19][CH2:20][O:21][C:22](=[O:23])[CH3:24].[ClH:26].[N:12]([O-:13])=[O:14].[NH2:1][c:2]1[n:3][n:4]([CH3:11])[c:5]([O:7][CH:8]([F:9])[F:10])[cH:6]1.[Na+:15].[OH2:25].[Sn:16]([Cl:17])[Cl:18]>>[NH:1]([c:2]1[n:3][n:4]([CH3:11])[c:5]([O:7][CH:8]([F:9])[F:10])[cH:6]1)[NH2:12]. The reactants are resultant mixture, C(C1=CC=CC=C1)OCC1NC1 (2-[(benzyloxy)methyl]aziridine), C(C)(C)N(C(C)C)CC (N,N-diisopropylethylamine), BrCC(=O)OCC (ethyl bromoacetate). The solvent is ClCCl (dichloromethane). Reaction conditions: time 8 hour. Product: C(C1=CC=CC=C1)OCC1N(C1)CC(=O)OC (Methyl {2-[(benzyloxy)methyl]aziridin-1-yl}acetate). Reaction SMILES: [CH2:1]([O:8][CH2:9][CH:10]1[CH2:12][NH:11]1)[C:2]1[CH:7]=[CH:6][CH:5]=[CH:4][CH:3]=1.C(N(CC)C(C)C)(C)C.Br[CH2:23][C:24]([O:26][CH2:27]C)=[O:25]>ClCCl>[CH2:1]([O:8][CH2:9][CH:10]1[CH2:12][N:11]1[CH2:23][C:24]([O:26][CH3:27])=[O:25])[C:2]1[CH:7]=[CH:6][CH:5]=[CH:4][CH:3]=1. Reported procedure: To a cold (−78° C.) solution of 2-[(benzyloxy)methyl]aziridine (0.42 g, 2.57 mmol) and N,N-diisopropylethylamine (0.5 mL, 2.90 mmol) in dichloromethane (15 mL) under an atmosphere of nitrogen, ethyl bromoacetate (0.39, 2.5 mmol) was added over a period of 1 h. The resultant mixture was allowed to slowly warm up to room temperature and stirred overnight. The resultant mixture was washed with brine, dried over anhydrous magnesium sulfate, filtered, and concentrated under vacuum. The residue was su... Starting materials: CC(=O)[O-], Cc1ccccc1, CC(C)(C)OC(=O)NCCc1cccc(-c2ccc(C=O)s2)c1, C1CC[NH2+]CC1, O=C1CSC(=O)N1. Product: CC(C)(C)OC(=O)NCCc1cccc(-c2ccc(C=C3SC(=O)NC3=O)s2)c1. As a reaction SMILES: [C:31]([O-:32])(=[O:33])[CH3:34].[CH3:41][c:42]1[cH:43][cH:44][cH:45][cH:46][cH:47]1.[CH:1](=[O:2])[c:3]1[cH:4][cH:5][c:6](-[c:8]2[cH:9][c:10]([CH2:11][CH2:12][NH:13][C:14]([O:15][C:16]([CH3:17])([CH3:18])[CH3:19])=[O:20])[cH:21][cH:22][cH:23]2)[s:7]1.[NH2+:35]1[CH2:36][CH2:37][CH2:38][CH2:39][CH2:40]1.[S:24]1[C:25](=[O:30])[NH:26][C:27](=[O:29])[CH2:28]1>>[CH:1]([c:3]1[cH:4][cH:5][c:6](-[c:8]2[cH:9][c:10]([CH2:11][CH2:12][NH:13][C:14]([O:15][C:16]([CH3:17])([CH3:18])[CH3:19])=[O:20])[cH:21][cH:22][cH:23]2)[s:7]1)=[C:28]1[S:24][C:25](=[O:30])[NH:26][C:27]1=[O:29]. Reactants: ONC(=N)C1=CC2=C(N=C(S2)N2CCN(CC2)C(C)C)C=C1 (N-hydroxy-2-(4-isopropylpiperazin-1-yl)benzothiazole-6-carboxamidine), C(C)(=O)OC(C)=O (acetic anhydride). The product is C(C)(C)N1CCN(CC1)C=1SC2=C(N1)C=CC(=C2)C2=NOC(=N2)C (2-(4-isopropylpiperazin-1-yl)-6-(5-methyl-[1,2,4]oxadiazol-3-yl)benzo-thiazole). Isolated yield 16.7%. Reaction SMILES: [OH:1][NH:2][C:3]([C:5]1[CH:22]=[CH:21][C:8]2[N:9]=[C:10]([N:12]3[CH2:17][CH2:16][N:15]([CH:18]([CH3:20])[CH3:19])[CH2:14][CH2:13]3)[S:11][C:7]=2[CH:6]=1)=[NH:4].[C:23](OC(=O)C)(=O)[CH3:24]>>[CH:18]([N:15]1[CH2:14][CH2:13][N:12]([C:10]2[S:11][C:7]3[CH:6]=[C:5]([C:3]4[N:4]=[C:23]([CH3:24])[O:1][N:2]=4)[CH:22]=[CH:21][C:8]=3[N:9]=2)[CH2:17][CH2:16]1)([CH3:19])[CH3:20]. Procedure: A solution of N-hydroxy-2-(4-isopropylpiperazin-1-yl)benzothiazole-6-carboxamidine (700 mg, 2.19 mmol) in acetic anhydride (20 mL) was heated at 130° C. for 6 h. The solvent was removed under reduced pressure and the residue was purified by preparative HPLC to give 125 mg (16.7%) of 2-(4-isopropylpiperazin-1-yl)-6-(5-methyl-[1,2,4]oxadiazol-3-yl)benzo-thiazole as a trifluoroacetate salt. Starting materials: N1(C=NC=C1)C(=O)C=1C(NC(N(C1C)C1=CC(=CC=C1)C(F)(F)F)=O)C1=CC=C(C#N)C=C1 (4-{5-(1H-Imidazol-1-ylcarbonyl)-6-methyl-2-oxo-1-[3-(trifluoromethyl)phenyl]-1,2,3,4-tetrahydro-4-pyrimidinyl}benzonitrile), C(CO)O (ethylene glycol). Conditions: temperature 100 celsius, time 1 hour. The product is C(#N)C1=CC=C(C=C1)C1NC(N(C(=C1C(=O)OCCO)C)C1=CC(=CC=C1)C(F)(F)F)=O (2-Hydroxyethyl 4-(4-cyanophenyl)-6-methyl-2-oxo-1-[3-(trifluoromethyl)phenyl]-1,2,3,4-tetrahydro-5-pyrimidinecarboxylate). RXN SMILES: N1([C:6]([C:8]2[CH:9]([C:26]3[CH:33]=[CH:32][C:29]([C:30]#[N:31])=[CH:28][CH:27]=3)[NH:10][C:11](=[O:25])[N:12]([C:15]3[CH:20]=[CH:19][CH:18]=[C:17]([C:21]([F:24])([F:23])[F:22])[CH:16]=3)[C:13]=2[CH3:14])=[O:7])C=CN=C1.[CH2:34]([OH:37])[CH2:35][OH:36]>>[C:30]([C:29]1[CH:28]=[CH:27][C:26]([CH:9]2[C:8]([C:6]([O:36][CH2:35][CH2:34][OH:37])=[O:7])=[C:13]([CH3:14])[N:12]([C:15]3[CH:20]=[CH:19][CH:18]=[C:17]([C:21]([F:22])([F:24])[F:23])[CH:16]=3)[C:11](=[O:25])[NH:10]2)=[CH:33][CH:32]=1)#[N:31]. Procedure details: 45.1 mg (0.1 mmol) of the compound of Example 25 are added to 0.5 ml ethylene glycol. The reaction mixture is stirred at approx. 100° C. for 1 hour. After cooling the reaction mixture is purified by preparative HPLC (column: Agilent Zorbax Extend C18 20 mm×50 mm, 5 μm; solvent A: acetonitrile, solvent B: water+0.1% conc. ammonia; gradient: 0 min 10% A, 2 min 10% A, 6 min 90% A, 7 min 90% A, 7.1 min 10% A, 8 min 10% A; wavelength: 220 nm; injection volume: approx. 500 μl; number of injections: 1)... Reactants: CCCC(=O)Cl, CC(C)(C)C#Cc1cc([N+](=O)[O-])cc(F)c1N, ClCCl, c1ccncc1. Product: CCCC(=O)Nc1c(F)cc([N+](=O)[O-])cc1C#CC(C)(C)C. As a reaction SMILES: [C:24]([CH2:25][CH2:26][CH3:27])(=[O:28])[Cl:29].[CH3:1][C:2]([C:3]#[C:4][c:5]1[c:6]([NH2:15])[c:7]([F:14])[cH:8][c:9]([N+:11](=[O:12])[O-:13])[cH:10]1)([CH3:16])[CH3:17].[Cl:30][CH2:31][Cl:32].[cH:18]1[cH:19][cH:20][n:21][cH:22][cH:23]1>>[CH3:1][C:2]([C:3]#[C:4][c:5]1[c:6]([NH:15][C:24]([CH2:25][CH2:26][CH3:27])=[O:28])[c:7]([F:14])[cH:8][c:9]([N+:11](=[O:12])[O-:13])[cH:10]1)([CH3:16])[CH3:17].